From a dataset of the Open Reaction Database (ORD), a public repository of structured organic reaction records. describe an organic reaction: reactants, conditions, products, and yield Reactants: C(C1=CC=C(C(=O)[O-])C=C1)(=O)[O-] (terephthalate), RuCl3, C(C1=CC(C(=O)[O-])=CC=C1)(=O)[O-].[Na+].[Na+] (sodium isophthalate), C(C1=CC=C(C(=O)[O-])C=C1)(=O)[O-].[Ru+3].C(C1=CC=C(C(=O)[O-])C=C1)(=O)[O-].C(C1=CC=C(C(=O)[O-])C=C1)(=O)[O-].[Ru+3] (ruthenium terephthalate), Ru(C8H4O4)2Ru. Yields the product C(C1=CC(C(=O)[O-])=CC=C1)(=O)[O-].[Ru+3].C(C1=CC(C(=O)[O-])=CC=C1)(=O)[O-].C(C1=CC(C(=O)[O-])=CC=C1)(=O)[O-].[Ru+3] (Ruthenium isophthalate), Ru. Reaction SMILES: C([O-])(=O)C1C=CC(C([O-])=O)=CC=1.[Ru+3:13].C([O-])(=O)C1C=CC(C([O-])=O)=CC=1.C([O-])(=O)C1C=CC(C([O-])=O)=CC=1.[Ru+3].C([O-])(=O)C1C=CC(C([O-])=O)=CC=1.[C:51]([O-:62])(=[O:61])[C:52]1[CH:60]=[CH:59][CH:58]=[C:54]([C:55]([O-:57])=[O:56])[CH:53]=1.[Na+].[Na+]>>[C:51]([O-:62])(=[O:61])[C:52]1[CH:60]=[CH:59][CH:58]=[C:54]([C:55]([O-:57])=[O:56])[CH:53]=1.[Ru+3:13].[C:51]([O-:62])(=[O:61])[C:52]1[CH:60]=[CH:59][CH:58]=[C:54]([C:55]([O-:57])=[O:56])[CH:53]=1.[C:51]([O-:62])(=[O:61])[C:52]1[CH:60]=[CH:59][CH:58]=[C:54]([C:55]([O-:57])=[O:56])[CH:53]=1.[Ru+3:13] |f:0.1.2.3.4,6.7.8,9.10.11.12.13|. Procedure: Ruthenium isophthalate was prepared and tested as described above in the case of ruthenium terephthalate. Elementary analysis indicates Ru(C8H4O4)2Ru; theor. 23.5, found 23.8; C, theor. 44.7, found 45.0; H, theor. 1.85, found 1.90. Thus, as with the terephthalate, reaction of RuCl3 with sodium isophthalate solution in air yields an Ru+4 not Ru+3 product. Ruthenium isophthalate is a semiconductor having a volume resistivity of about 10 ohm-cm at room temperature. This salt decomposes at 85° C., a... The reactants are O (Water), BrC=1SC2=C(N1)C(=CC=C2)Cl (2-bromo-4-chlorobenzothiazole), ClC=1SC2=C(N1)C(=CC=C2)Cl (2,4-dichlorobenzothiazole), [OH-].[Na+] (sodium hydroxide). Run in C(C)(C)O (isopropanol). Yields the product C(C)(C)OC=1SC2=C(N1)C(=CC=C2)Cl (2-isopropoxy-4-chlorobenzothiazole). Isolated yield 95.9%. Reaction SMILES: Br[C:2]1[S:3][C:4]2[CH:10]=[CH:9][CH:8]=[C:7]([Cl:11])[C:5]=2[N:6]=1.ClC1S[C:15]2[CH:21]=CC=C(Cl)[C:16]=2N=1.[OH-:23].[Na+].O>C(O)(C)C>[CH:15]([O:23][C:2]1[S:3][C:4]2[CH:10]=[CH:9][CH:8]=[C:7]([Cl:11])[C:5]=2[N:6]=1)([CH3:21])[CH3:16] |f:2.3|. Procedure: A mixture (11.30 g, 0.05 mole) of 2-bromo-4-chlorobenzothiazole and 2,4-dichlorobenzothiazole and 94% sodium hydroxide (2.34 g, 0.055 mole) in isopropanol (100 c.c.) was heated under reflux for 1 hour. Water was added and the alcohol was distilled azeotropically together with water. The resulting oily substance was extracted with chloroform, and the chloroform layer was washed with water. The solvent was then removed under reducing pressure to obtain 10.92 g of 2-isopropoxy-4-chlorobenzothiazole... Reactants: C(C)OC(=O)C1=C(N(C2=CC=C(C=C12)OC1=CC=C(C=C1)C(F)(F)F)C1=CC=C(C=C1)OC(C)C)CC(=O)O (2-Carboxymethyl-1-(4-isopropoxyphenyl)-5-(4-trifluoromethylphenoxy)indole-3-carboxylic acid ethyl ester), ClC1=NC=C(C=C1)[N+](=O)[O-] (2-chloro-5-nitropyridin). As a reaction SMILES: [CH2:1]([O:3][C:4]([C:6]1[C:14]2[C:9](=[CH:10][CH:11]=[C:12]([O:15]C3C=CC(C(F)(F)F)=CC=3)[CH:13]=2)[N:8]([C:26]2[CH:31]=[CH:30][C:29]([O:32][CH:33]([CH3:35])[CH3:34])=[CH:28][CH:27]=2)[C:7]=1CC(O)=O)=[O:5])C.Cl[C:41]1[CH:46]=[CH:45][C:44]([N+:47]([O-:49])=[O:48])=[CH:43][N:42]=1>>[CH3:1][O:3][C:4]([C:7]1[N:8]([C:26]2[CH:31]=[CH:30][C:29]([O:32][CH:33]([CH3:35])[CH3:34])=[CH:28][CH:27]=2)[C:9]2[C:14]([C:6]=1[C:4]([O:3][CH3:1])=[O:5])=[CH:13][C:12]([O:15][C:41]1[CH:46]=[CH:45][C:44]([N+:47]([O-:49])=[O:48])=[CH:43][N:42]=1)=[CH:11][CH:10]=2)=[O:5]. Reported procedure: The title compound was prepared in accordance with step (c) Example 38 from 5-hydroxy-1-(4-isopropoxyphenyl)indole-2,3-dicarboxylic acid dimethyl ester (150 mg, 0.39 mmol, see (b) Example 12) and 2-chloro-5-nitropyridin (75 mg, 0.47 mmol). Yield 169 mg (86%). Product: COC(=O)C=1N(C2=CC=C(C=C2C1C(=O)OC)OC1=NC=C(C=C1)[N+](=O)[O-])C1=CC=C(C=C1)OC(C)C (1-(4-isopropoxyphenyl)-5-(5-nitropyridin-2-yloxy)indole-2,3-dicarboxylic acid dimethyl ester). Reactants: FC(C1=CC=C(C(C2=CC=CC=C2)O)C=C1)(F)F (4-(trifluoromethyl)benzhydrol). The reagents and catalysts are [O-2].[Mn+4].[O-2] (manganese(IV) oxide). The solvent is C(Cl)Cl (DCM). Reaction conditions: time 12 day. The product is C1(=CC=CC=C1)C(=O)C1=CC=C(C=C1)C(F)(F)F (Phenyl(4-(trifluoromethyl)phenyl)methanone). Reaction SMILES: [F:1][C:2]([F:18])([F:17])[C:3]1[CH:16]=[CH:15][C:6]([CH:7]([OH:14])[C:8]2[CH:13]=[CH:12][CH:11]=[CH:10][CH:9]=2)=[CH:5][CH:4]=1>C(Cl)Cl.[O-2].[Mn+4].[O-2]>[C:8]1([C:7]([C:6]2[CH:15]=[CH:16][C:3]([C:2]([F:1])([F:17])[F:18])=[CH:4][CH:5]=2)=[O:14])[CH:13]=[CH:12][CH:11]=[CH:10][CH:9]=1 |f:2.3.4|. Reported procedure: A solution of 4-(trifluoromethyl)benzhydrol (1.836 g, 7.3 mmol) in anhydrous DCM (65 mL) was treated with manganese(IV) oxide (<5 micron, activated) (5.7 g, 66 mmol). The resulting suspension was stirred at rt for 12 days. The catalyst was removed by filtration through a Celite® brand filter agent pad. The filtrate was concentrated, and the resulting solid was dried under high vacuum to afford the title compound as a white solid. Starting materials: FB(F)F, C=C(C)Cc1cc(C(=O)OC)cc(Br)c1O, CCOCC, Cc1ccccc1, CCOC(C)=O. Product: COC(=O)c1cc(Br)c2c(c1)CC(C)(C)O2. Reaction SMILES: [B:22]([F:23])([F:24])[F:25].[Br:1][c:2]1[cH:3][c:4]([C:5](=[O:6])[O:7][CH3:8])[cH:9][c:10]([CH2:13][C:14](=[CH2:15])[CH3:16])[c:11]1[OH:12].[CH2:17]([O:18][CH2:19][CH3:20])[CH3:21].[CH3:26][c:27]1[cH:28][cH:29][cH:30][cH:31][cH:32]1.[CH3:33][CH2:34][O:35][C:36](=[O:37])[CH3:38]>>[Br:1][c:2]1[cH:3][c:4]([C:5](=[O:6])[O:7][CH3:8])[cH:9][c:10]2[c:11]1[O:12][C:14]([CH3:15])([CH3:16])[CH2:13]2. Starting materials: CC(=O)OC(C)CCCCn1c(=O)c2nn(C)nc2n(C)c1=O, CCOCC, CO, Cl. Yields the product CC(O)CCCCn1c(=O)c2nn(C)nc2n(C)c1=O. As a reaction SMILES: [C:1](=[O:2])([CH3:3])[O:4][CH:5]([CH2:6][CH2:7][CH2:8][CH2:9][n:10]1[c:11](=[O:12])[n:13]([CH3:22])[c:14]2[n:15][n:16]([CH3:21])[n:17][c:18]2[c:19]1=[O:20])[CH3:23].[CH2:25]([O:26][CH2:27][CH3:28])[CH3:29].[CH3:30][OH:31].[ClH:24]>>[OH:4][CH:5]([CH2:6][CH2:7][CH2:8][CH2:9][n:10]1[c:11](=[O:12])[n:13]([CH3:22])[c:14]2[n:15][n:16]([CH3:21])[n:17][c:18]2[c:19]1=[O:20])[CH3:23]. Starting materials: O (water), [F-].[K+] (potassium fluoride), C1(=CC=C(C=C1)S(=O)(=O)Cl)C (p-toluenesulfonyl chloride). Solvent: C(C)#N (acetonitrile). Product: C1(=CC=C(C=C1)S(=O)(=O)F)C (p-toluenesulfonyl fluoride). Reaction SMILES: [C:1]1([CH3:11])[CH:6]=[CH:5][C:4]([S:7](Cl)(=[O:9])=[O:8])=[CH:3][CH:2]=1.O.[F-:13].[K+]>C(#N)C>[C:1]1([CH3:11])[CH:6]=[CH:5][C:4]([S:7]([F:13])(=[O:9])=[O:8])=[CH:3][CH:2]=1 |f:2.3|. Procedure details: A 25.0 gm (0.13 mole) portion of p-toluenesulfonyl chloride was dissolved in 100 ml of acetonitrile and combined in a 250 ml round bottom flask with 25.0 ml of water containing 1.5 gm (0.196 mole) of potassium fluoride. This mixture was stirred and heated under reflux for one hour. Acetonitrile was then removed under reduced pressure in a rotary evaporator. This resulted in crystallization of p-toluenesulfonyl fluoride which was removed by filtration, washed twice with water, and dried, giving 2... RXN SMILES: [CH3:12][N:13]1[CH2:14][CH2:15][C:16](=[O:19])[CH2:17][CH2:18]1.[Cl:1][c:2]1[cH:3][c:4]2[cH:5][cH:6][nH:7][c:8]2[cH:9][c:10]1[Cl:11]>>[Cl:1][c:2]1[cH:3][c:4]2[c:5]([C:16]3=[CH:15][CH2:14][N:13]([CH3:12])[CH2:18][CH2:17]3)[cH:6][nH:7][c:8]2[cH:9][c:10]1[Cl:11]. Starting materials: CN1CCC(=O)CC1, Clc1cc2cc[nH]c2cc1Cl. Product: CN1CC=C(c2c[nH]c3cc(Cl)c(Cl)cc23)CC1. Reactants: B(Br)(Br)Br (BBr3), C(C)(=O)NC(C(=O)NCC1=CC=CC=C1)OCC (2-acetamido-N-benzyl-2-ethoxyacetamide), C(Cl)Cl (CH2Cl2). Conditions: time 5 hour. Yields the product C(C)(=O)NC(C(=O)NCC1=CC=CC=C1)Br (2-acetamido-N-benzyl-2-bromoacetamide). Reaction SMILES: B(Br)(Br)[Br:2].[C:5]([NH:8][CH:9](OCC)[C:10]([NH:12][CH2:13][C:14]1[CH:19]=[CH:18][CH:17]=[CH:16][CH:15]=1)=[O:11])(=[O:7])[CH3:6].C(Cl)Cl>>[C:5]([NH:8][CH:9]([Br:2])[C:10]([NH:12][CH2:13][C:14]1[CH:19]=[CH:18][CH:17]=[CH:16][CH:15]=1)=[O:11])(=[O:7])[CH3:6]. Reported procedure: A BBr3 solution (1M in CH2Cl2, 1.1 equiv) was added to a solution of 2-acetamido-N-benzyl-2-ethoxyacetamide (1 equiv) in CH2Cl2 (10 mmol/125 mL). The mixture was stirred at room temperature (5 h) and then concentrated to dryness in vacuo to give 2-acetamido-N-benzyl-2-bromoacetamide as a pale yellow crystalline material. The bromo adduct was then dissolved in THF (10 mmol/250 mL), cooled (-78° C.), and then added over a 15 min interval to a cooled (-78° C.) solution of the heteroatom nucleophile...